This data is from the Open Reaction Database (ORD), a public repository of structured organic reaction records. The task is: describe an organic reaction: reactants, conditions, products, and yield The reactants are F[B-](F)(F)F, CC(C)C(NC(=O)OC(C)(C)C)C(=O)O, CC1(O)CNC1, Cl, CN(C)C=O, CN(C)C(On1nnc2ccccc21)=[N+](C)C. Yields the product CC(C)C(NC(=O)OC(C)(C)C)C(=O)N1CC(C)(O)C1. Reaction SMILES: [B-:16]([F:17])([F:18])([F:19])[F:20].[C:1]([CH3:2])([CH3:3])([CH3:4])[O:5][C:6](=[O:7])[NH:8][CH:9]([C:10](=[O:11])[OH:12])[CH:13]([CH3:14])[CH3:15].[CH3:39][C:40]1([OH:44])[CH2:41][NH:42][CH2:43]1.[ClH:38].[O:45]=[CH:46][N:47]([CH3:48])[CH3:49].[n:21]1([O:22][C:23]([N:24]([CH3:25])[CH3:26])=[N+:27]([CH3:28])[CH3:29])[c:30]2[cH:31][cH:32][cH:33][cH:34][c:35]2[n:36][n:37]1>>[C:1]([CH3:2])([CH3:3])([CH3:4])[O:5][C:6](=[O:7])[NH:8][CH:9]([C:10](=[O:12])[N:42]1[CH2:41][C:40]([CH3:39])([OH:44])[CH2:43]1)[CH:13]([CH3:14])[CH3:15]. Solvent: C(C)O (ethanol). Procedure: A solution of 194 mg (1.21 mmol) of (R)-2-(tetrazolo[1,5-a]pyrid-6-yl)oxirane and 195 mg of 2-amino-2-methyl-4-(3-hydroxyphenyl)butane in 25 ml of absolute ethanol was heated at reflux for 6.5 hours. The reaction mixture was concentrated and the residue chromatographed on silica gel (4:1:2:1 ethyl acetate:n-propanol:water:ammonium hydroxide) to give 137 mg of product. As a reaction SMILES: [N:1]1[N:2]=[N:3][N:4]2[CH:9]=[C:8]([C@@H:10]3[CH2:12][O:11]3)[CH:7]=[CH:6][C:5]=12.[NH2:13][C:14]([CH3:25])([CH2:16][CH2:17][C:18]1[CH:23]=[CH:22][CH:21]=[C:20]([OH:24])[CH:19]=1)[CH3:15]>C(O)C>[CH3:25][C:14]([NH:13][CH2:12][C@@H:10]([C:8]1[CH:7]=[CH:6][C:5]2[N:4]([N:3]=[N:2][N:1]=2)[CH:9]=1)[OH:11])([CH3:15])[CH2:16][CH2:17][C:18]1[CH:23]=[CH:22][CH:21]=[C:20]([OH:24])[CH:19]=1. Yield: 36.9%. Starting materials: N=1N=NN2C1C=CC(=C2)[C@H]2OC2 ((R)-2-(tetrazolo[1,5-a]pyrid-6-yl)oxirane), NC(C)(CCC1=CC(=CC=C1)O)C (2-amino-2-methyl-4-(3-hydroxyphenyl)butane). Product: CC(CCC1=CC(=CC=C1)O)(C)NC[C@H](O)C=1C=CC=2N(C1)N=NN2 ((R)-a-[[(1,1-Dimethyl-3-(3-hydroxyphenyl)propyl)amino]methyl]tetrazolo[1,5-a]pyridine-6-methanol). Procedure details: To a suspension of ethyl 3-aminoisoquinoline-4-carboxylate (583 mg, 2.70 mmol) in 6.8 mL of H2SO4 5 N cooled to 0° C. was added sodium nitrite (223 mg, 3.24 mmol, dissolved in 1 mL of water). The reaction mixture was stirred at 0° C. for 2.5 h and then NaOH(aq) 1N was added until pH=7. The aqueous phase was extracted twice with DCM and the combined organic phases were dried over MgSO4, filtered and evaporated to give the title compound of Step A which was used without further purification in the... Reactants: N(=O)[O-].[Na+] (sodium nitrite), NC=1N=CC2=CC=CC=C2C1C(=O)OCC (ethyl 3-aminoisoquinoline-4-carboxylate), [OH-].[Na+] (NaOH). Solvent: OS(=O)(=O)O (H2SO4). Run at temperature 0 celsius, time 2.5 hour. As a reaction SMILES: N[C:2]1[N:3]=[CH:4][C:5]2[C:10]([C:11]=1[C:12]([O:14][CH2:15][CH3:16])=[O:13])=[CH:9][CH:8]=[CH:7][CH:6]=2.N([O-])=[O:18].[Na+].[OH-].[Na+]>OS(O)(=O)=O>[OH:18][C:2]1[N:3]=[CH:4][C:5]2[C:10]([C:11]=1[C:12]([O:14][CH2:15][CH3:16])=[O:13])=[CH:9][CH:8]=[CH:7][CH:6]=2 |f:1.2,3.4|. Yields the product OC=1N=CC2=CC=CC=C2C1C(=O)OCC (ethyl 3-hydroxyisoquinoline-4-carboxylate). Product: Cl.CC1=CC=CC(=N1)N1C(=NC2=C1C=CC=C2)\C=C\C2=CC=CC=C2 ((E)-1-(6-Methylpyrid-2-yl)-2-styryl-1H-benzimidazole hydrochloride). Procedure details: Free base of the titled compound was prepared from 2-styryl-1H-benzimidazole and 2-Chloro-6-methylpyridine according to the preparation of (E)-1-(2-pyridyl)-2-styryl-1H-benzimidazole (Example 1, method B). The free base was treated with a 10% methanol solution of hydrogen chloride and concentrated to dryness. The residue was recrystallized from ethyl acetate/n-hexane to give the titled compound. MW: 347.85; mp: 216.0-217.0° C.; 1H-NMR (DMSO-d6) δ: 8.20 (1H, br s), 8.10 (1 H, t, J=7.7 Hz), 7.87 (... Run in CO (methanol). The reactants are C(=CC1=CC=CC=C1)C1=NC2=C(N1)C=CC=C2 (2-styryl-1H-benzimidazole), ClC1=NC(=CC=C1)C (2-Chloro-6-methylpyridine), N1=C(C=CC=C1)N1C(=NC2=C1C=CC=C2)\C=C\C2=CC=CC=C2 ((E)-1-(2-pyridyl)-2-styryl-1H-benzimidazole), Cl (hydrogen chloride). As a reaction SMILES: [CH:1]([C:9]1[NH:13][C:12]2[CH:14]=[CH:15][CH:16]=[CH:17][C:11]=2[N:10]=1)=[CH:2][C:3]1[CH:8]=[CH:7][CH:6]=[CH:5][CH:4]=1.[Cl:18][C:19]1[CH:24]=[CH:23][CH:22]=[C:21]([CH3:25])[N:20]=1.N1C=CC=CC=1N1C2C=CC=CC=2N=C1/C=C/C1C=CC=CC=1.Cl>CO>[ClH:18].[CH3:25][C:21]1[N:20]=[C:19]([N:13]2[C:12]3[CH:14]=[CH:15][CH:16]=[CH:17][C:11]=3[N:10]=[C:9]2/[CH:1]=[CH:2]/[C:3]2[CH:4]=[CH:5][CH:6]=[CH:7][CH:8]=2)[CH:24]=[CH:23][CH:22]=1 |f:5.6|. Reactants: CO, CN(C)C=O, C[O-], N#Cc1cc(F)cc(F)c1, [Na+]. The product is COc1cc(F)cc(C#N)c1. RXN SMILES: [CH3:14][OH:15].[CH3:16][N:17]([CH3:18])[CH:19]=[O:20].[CH3:1][O-:2].[F:4][c:5]1[cH:6][c:7]([C:8]#[N:9])[cH:10][c:11]([F:13])[cH:12]1.[Na+:3]>>[CH3:1][O:2][c:11]1[cH:10][c:7]([C:8]#[N:9])[cH:6][c:5]([F:4])[cH:12]1. The reactants are CCN(C(C)C)C(C)C (DIPEA), N1=C(C=CC=C1)C#CC1=NC=CC=C1C(C)=O (1-(2-(pyridin-2-ylethynyl)pyridin-3-yl)ethanone), [Si](C)(C)(C(C)(C)C)OS(=O)(=O)C(F)(F)F (tert-butyldimethylsilyltrifluormethansulfonate). The solvent is C(Cl)Cl (DCM). Reaction conditions: temperature 0 celsius, time 30 minute. Yields the product [Si](C)(C)(C(C)(C)C)OC(=C)C=1C(=NC=CC1)C#CC1=NC=CC=C1 (3-(1-(tert-butyldimethylsilyloxy)vinyl)-2-(pyridin-2-ylethynyl)pyridine). Reaction SMILES: [N:1]1[CH:6]=[CH:5][CH:4]=[CH:3][C:2]=1[C:7]#[C:8][C:9]1[C:14]([C:15](=[O:17])[CH3:16])=[CH:13][CH:12]=[CH:11][N:10]=1.CCN(C(C)C)C(C)C.[Si:27](OS(C(F)(F)F)(=O)=O)([C:30]([CH3:33])([CH3:32])[CH3:31])([CH3:29])[CH3:28]>C(Cl)Cl>[Si:27]([O:17][C:15]([C:14]1[C:9]([C:8]#[C:7][C:2]2[CH:3]=[CH:4][CH:5]=[CH:6][N:1]=2)=[N:10][CH:11]=[CH:12][CH:13]=1)=[CH2:16])([C:30]([CH3:33])([CH3:32])[CH3:31])([CH3:29])[CH3:28]. Procedure details: 455 mg 1-(2-(pyridin-2-ylethynyl)pyridin-3-yl)ethanone was dissolved in 10 mL DCM, 1.069 mL of DIPEA was added, the solution was cooled 0° C. and 1.42 mL of tert-butyldimethylsilyltrifluormethansulfonate added slowly. The mixture was stirred 30 min at 0° C., warmed to 25° C. and filtrated over a plug of silica (cyclohexane/ethylacetate 1:1+small amount of TEA) to yield 1.025 g 3-(1-(tert-butyldimethylsilyloxy)vinyl)-2-(pyridin-2-ylethynyl)pyridine as oil. Analysis: HPLC-MS: Rt=1.59 min (method E...